Dataset: the Open Reaction Database (ORD), a public repository of structured organic reaction records. Task: describe an organic reaction: reactants, conditions, products, and yield The reactants are CC=1C=CC(=C(C(=O)O)C1)N1N=CC=N1 (5-methyl-2-(2H-1,2,3-triazol-2-yl)benzoic acid), CC1=NNC=C1 (3-methyl-1H-pyrazole). Yields the product CC=1C=CC(=C(C(=O)O)C1)N1N=C(C=C1)C (5-Methyl-2-(3-methyl-1H-pyrazol-1-yl)benzoic acid). Reaction SMILES: [CH3:1][C:2]1[CH:3]=[CH:4][C:5]([N:11]2[N:15]=[CH:14][CH:13]=N2)=[C:6]([CH:10]=1)[C:7]([OH:9])=[O:8].[CH3:16][C:17]1C=CNN=1>>[CH3:1][C:2]1[CH:3]=[CH:4][C:5]([N:11]2[CH:17]=[CH:16][C:14]([CH3:13])=[N:15]2)=[C:6]([CH:10]=1)[C:7]([OH:9])=[O:8]. Procedure: The title compound was prepared following the same general protocol as described for 5-methyl-2-(2H-1,2,3-triazol-2-yl)benzoic acid in Example A11 using 3-methyl-1H-pyrazole. MS (ESI) 217 (M+H).